describe an organic reaction: reactants, conditions, products, and yield From a dataset of the Open Reaction Database (ORD), a public repository of structured organic reaction records. Reaction SMILES: [CH3:28][C:29](=[O:30])[O-:31].[CH3:32][N:33]1[CH2:34][CH2:35][CH2:36][C:37]1=[O:38].[Cl:1][c:2]1[c:3]2[c:4]([n:5][c:6](-[c:8]3[cH:9][cH:10][c:11]([F:14])[cH:12][cH:13]3)[cH:7]1)[cH:15][cH:16][s:17]2.[NH:18]1[CH2:19][CH2:20][CH:21]([C:22](=[O:23])[NH2:24])[CH2:25][CH2:26]1.[Na+:27]>>[c:2]1([N:18]2[CH2:19][CH2:20][CH:21]([C:22](=[O:23])[NH2:24])[CH2:25][CH2:26]2)[c:3]2[c:4]([n:5][c:6](-[c:8]3[cH:9][cH:10][c:11]([F:14])[cH:12][cH:13]3)[cH:7]1)[cH:15][cH:16][s:17]2. Product: NC(=O)C1CCN(c2cc(-c3ccc(F)cc3)nc3ccsc23)CC1. Starting materials: CC(=O)[O-], CN1CCCC1=O, Fc1ccc(-c2cc(Cl)c3sccc3n2)cc1, NC(=O)C1CCNCC1, [Na+].